From a dataset of the Open Reaction Database (ORD), a public repository of structured organic reaction records. describe an organic reaction: reactants, conditions, products, and yield The reactants are NC=1C(=NC=CC1)C#N (3-Amino-2-cyanopyridine), NC(=O)N (urea), O (water). The solvent is C(C)OCCOCCO (2-(2-ethoxyethoxy)ethanol). Conditions: temperature 205 celsius. Yields the product NC1=NC(NC2=C1N=CC=C2)=O (4-Amino-pyrido[2,3-e]pyrimidin-2-one). RXN SMILES: [NH2:1][C:2]1[C:3]([C:8]#[N:9])=[N:4][CH:5]=[CH:6][CH:7]=1.[NH2:10][C:11](N)=[O:12].O>C(OCCOCCO)C>[NH2:9][C:8]1[C:3]2[N:4]=[CH:5][CH:6]=[CH:7][C:2]=2[NH:1][C:11](=[O:12])[N:10]=1. Procedure details: A slurry of 3-Amino-2-cyanopyridine (200 mg) and urea (400 mg) in 2-(2-ethoxyethoxy)ethanol (0.5 mL) was gradually heated to about 205° C., and maintained at 205° C. for 10 min. Heating was ceased and 6 mL of hot water was carefully added while shaking the mixture. The mixture was vacuum filtered to collect the precipitate. The precipitate was washed with water and ethyl acetate and allowed to dry to yield 4-Amino-pyrido[2,3-e]pyrimidin-2-one as a light yellow solid, m.p. >300° C.